From a dataset of the Open Reaction Database (ORD), a public repository of structured organic reaction records. describe an organic reaction: reactants, conditions, products, and yield The reactants are CN1C2=NC(=NC(=C2N=C1CC1CCNCC1)N1CCOCC1)N1C(=NC2=C1C=CC=C2)C (4-(9-methyl-2-(2-methyl-1H-benzo[d]imidazol-1-yl)-8-(piperidin-4-ylmethyl)-9H-purin-6-yl)morpholine), C(C=C)#N (acrylonitrile). The product is CN1C2=NC(=NC(=C2N=C1CC1CCN(CC1)CCC#N)N1CCOCC1)N1C(=NC2=C1C=CC=C2)C (3-(4-((9-methyl-2-(2-methyl-1H-benzo[d]imidazol-1-yl)-6-morpholino-9H-purin-8-yl)methyl)piperidin-1-yl)propanenitrile). RXN SMILES: [CH3:1][N:2]1[C:10]([CH2:11][CH:12]2[CH2:17][CH2:16][NH:15][CH2:14][CH2:13]2)=[N:9][C:8]2[C:3]1=[N:4][C:5]([N:24]1[C:28]3[CH:29]=[CH:30][CH:31]=[CH:32][C:27]=3[N:26]=[C:25]1[CH3:33])=[N:6][C:7]=2[N:18]1[CH2:23][CH2:22][O:21][CH2:20][CH2:19]1.[C:34](#[N:37])[CH:35]=[CH2:36]>>[CH3:1][N:2]1[C:10]([CH2:11][CH:12]2[CH2:17][CH2:16][N:15]([CH2:36][CH2:35][C:34]#[N:37])[CH2:14][CH2:13]2)=[N:9][C:8]2[C:3]1=[N:4][C:5]([N:24]1[C:28]3[CH:29]=[CH:30][CH:31]=[CH:32][C:27]=3[N:26]=[C:25]1[CH3:33])=[N:6][C:7]=2[N:18]1[CH2:19][CH2:20][O:21][CH2:22][CH2:23]1. Reported procedure: Following General Procedure C, 4-(9-methyl-2-(2-methyl-1H-benzo[d]imidazol-1-yl)-8-(piperidin-4-ylmethyl)-9H-purin-6-yl)morpholine and acrylonitrile were reacted to give 568. LCMS m/z: 250.7 (2M+H+) Reactants: FC(C=1C=C(CCS(=O)(=O)[O-])C=C(C1)C(F)(F)F)(F)F ([3,5-bis(trifluoromethyl)benzyl]methanesulfonate), N1C=CC=2C(=CC=CC12)C=O (indole-4-carbaldehyde). Product: FC(C=1C=C(CN2C=CC=3C(=CC=CC23)C=O)C=C(C1)C(F)(F)F)(F)F (1-[3,5-bis(trifluoromethyl)benzyl]indole-4-carbaldehyde). The yield is 82.9%. As a reaction SMILES: [F:1][C:2]([F:20])([F:19])[C:3]1[CH:4]=[C:5]([CH:12]=[C:13]([C:15]([F:18])([F:17])[F:16])[CH:14]=1)[CH2:6]CS([O-])(=O)=O.[NH:21]1[C:29]2[CH:28]=[CH:27][CH:26]=[C:25]([CH:30]=[O:31])[C:24]=2[CH:23]=[CH:22]1>>[F:20][C:2]([F:1])([F:19])[C:3]1[CH:4]=[C:5]([CH:12]=[C:13]([C:15]([F:16])([F:17])[F:18])[CH:14]=1)[CH2:6][N:21]1[C:29]2[CH:28]=[CH:27][CH:26]=[C:25]([CH:30]=[O:31])[C:24]=2[CH:23]=[CH:22]1. Procedure: The same procedures used in Example 1 were repeated except for using 4.80 g of [3,5-bis(trifluoromethyl)benzyl]methanesulfonate and 2.00 g of indole-4-carbaldehyde as a starting material to give 4.24 g of 1-[3,5-bis(trifluoromethyl)benzyl]indole-4-carbaldehyde as pale yellow crystals. The yield thereof was found to be 83%. The reactants are [BH4-], CCOC(=O)C1CNC(=O)CC1c1cccc(OC)c1, C[O+](C)C, ClCCl, F[B-](F)(F)F, [Na+], O. Yields the product CCOC(=O)C1CNCCC1c1cccc(OC)c1. As a reaction SMILES: [BH4-:30].[CH3:10][O:11][c:12]1[cH:13][c:14]([CH:18]2[CH2:19][C:20](=[O:29])[NH:21][CH2:22][CH:23]2[C:24](=[O:25])[O:26][CH2:27][CH3:28])[cH:15][cH:16][cH:17]1.[CH3:6][O+:7]([CH3:8])[CH3:9].[Cl:33][CH2:34][Cl:35].[F:1][B-:2]([F:3])([F:4])[F:5].[Na+:31].[OH2:32]>>[CH3:10][O:11][c:12]1[cH:13][c:14]([CH:18]2[CH2:19][CH2:20][NH:21][CH2:22][CH:23]2[C:24](=[O:25])[O:26][CH2:27][CH3:28])[cH:15][cH:16][cH:17]1. Starting materials: Nc1ccc(Cl)c(Cl)c1Cl, Clc1ccccc1, Cl, N#CNc1ccc2c3c(cccc13)CC2. Product: Cl, N=C(Nc1ccc(Cl)c(Cl)c1Cl)Nc1ccc2c3c(cccc13)CC2. As a reaction SMILES: [Cl:17][c:18]1[c:19]([NH2:20])[cH:21][cH:22][c:23]([Cl:26])[c:24]1[Cl:25].[Cl:27][c:28]1[cH:29][cH:30][cH:31][cH:32][cH:33]1.[ClH:16].[N:1]#[C:2][NH:3][c:4]1[cH:5][cH:6][c:7]2[c:15]3[c:10]([cH:11][cH:12][cH:13][c:14]13)[CH2:9][CH2:8]2>>[ClH:16].[NH:1]=[C:2]([NH:3][c:4]1[cH:5][cH:6][c:7]2[c:15]3[c:10]([cH:11][cH:12][cH:13][c:14]13)[CH2:9][CH2:8]2)[NH:20][c:19]1[c:18]([Cl:17])[c:24]([Cl:25])[c:23]([Cl:26])[cH:22][cH:21]1. The reactants are CC#N, N#Cc1cc(-n2nc(C(F)(F)F)cc2CO)ccc1F, [O-][I+3]([O-])([O-])[O-], [Na+], O, Cl[Ru](Cl)Cl. Yields the product N#Cc1cc(-n2nc(C(F)(F)F)cc2C(=O)O)ccc1F. Reaction SMILES: [CH3:27][C:28]#[N:29].[F:1][c:2]1[c:3]([C:19]#[N:20])[cH:4][c:5](-[n:8]2[n:9][c:10]([C:15]([F:16])([F:17])[F:18])[cH:11][c:12]2[CH2:13][OH:14])[cH:6][cH:7]1.[I+3:21]([O-:22])([O-:23])([O-:24])[O-:25].[Na+:26].[OH2:30].[Ru:31]([Cl:32])([Cl:33])[Cl:34]>>[F:1][c:2]1[c:3]([C:19]#[N:20])[cH:4][c:5](-[n:8]2[n:9][c:10]([C:15]([F:16])([F:17])[F:18])[cH:11][c:12]2[C:13](=[O:14])[OH:22])[cH:6][cH:7]1. Reactants: CC1(COP(OC1)(=O)CC(=O)O)C (2-(5,5-dimethyl-2-oxido-1,3,2-dioxaphosphinan-2-yl)acetic acid), O.[OH-].[Al+3].[OH-].[OH-] (aluminum hydroxide monohydrate). Solvent: O (water). Conditions: temperature 90 celsius, time 24 hour. The product is CC1(COP(OC1)(=O)CC(=O)[O-])C.CC1(COP(OC1)(=O)CC(=O)[O-])C.CC1(COP(OC1)(=O)CC(=O)[O-])C.[Al+3] (Aluminum tris(2-(5,5-dimethyl-2-oxido-1,3,2-dioxaphosphinan-2yl)acetate)). Reaction SMILES: [CH3:1][C:2]1([CH3:13])[CH2:7][O:6][P:5]([CH2:9][C:10]([OH:12])=[O:11])(=[O:8])[O:4][CH2:3]1.O.[OH-].[Al+3:16].[OH-].[OH-]>O>[CH3:1][C:2]1([CH3:13])[CH2:7][O:6][P:5]([CH2:9][C:10]([O-:12])=[O:11])(=[O:8])[O:4][CH2:3]1.[CH3:1][C:2]1([CH3:13])[CH2:7][O:6][P:5]([CH2:9][C:10]([O-:12])=[O:11])(=[O:8])[O:4][CH2:3]1.[CH3:1][C:2]1([CH3:13])[CH2:7][O:6][P:5]([CH2:9][C:10]([O-:12])=[O:11])(=[O:8])[O:4][CH2:3]1.[Al+3:16] |f:1.2.3.4.5,7.8.9.10|. Procedure details: Prepare a reaction vessel from a 1000 mL single neck round bottom flask by fitting with a condenser with a nitrogen inlet. Charge the vessel with 31.55 g 2-(5,5-dimethyl-2-oxido-1,3,2-dioxaphosphinan-2-yl)acetic acid followed by 100 mL water and 4.38 g aluminum hydroxide monohydrate. Heat the resulting solution to 90° C. and hold at that temperature for 24 hours. Isolate the solid by vacuum filtration using a fritted funnel and wash with 400 mL acetone. Transfer the solid product to a glass bott... The reactants are COc1ccc(C=CC(=O)O)c2c1OC1(CCCC1)C2, ClCCl, C(=NC1CCCCC1)=NC1CCCCC1, Nc1ccncc1, C1COCCO1, O. The product is COc1ccc(C=CC(=O)Nc2ccncc2)c2c1OC1(CCCC1)C2. RXN SMILES: [C:1](=[O:2])([OH:3])[CH:4]=[CH:5][c:6]1[cH:7][cH:8][c:9]([O:19][CH3:20])[c:10]2[c:11]1[CH2:12][C:13]1([O:14]2)[CH2:15][CH2:16][CH2:17][CH2:18]1.[CH2:21]([Cl:22])[Cl:23].[CH:24]1([N:25]=[C:26]=[N:27][CH:28]2[CH2:29][CH2:30][CH2:31][CH2:32][CH2:33]2)[CH2:34][CH2:35][CH2:36][CH2:37][CH2:38]1.[NH2:39][c:40]1[cH:41][cH:42][n:43][cH:44][cH:45]1.[O:47]1[CH2:48][CH2:49][O:50][CH2:51][CH2:52]1.[OH2:46]>>[C:1](=[O:2])([CH:4]=[CH:5][c:6]1[cH:7][cH:8][c:9]([O:19][CH3:20])[c:10]2[c:11]1[CH2:12][C:13]1([O:14]2)[CH2:15][CH2:16][CH2:17][CH2:18]1)[NH:39][c:40]1[cH:41][cH:42][n:43][cH:44][cH:45]1. Starting materials: Cl (hydrochloric acid), CC(C)(OC(=O)C1=CC=C(C=C1)CCC/C(=C/C1=CC=C(C(=O)OCC)C=C1)/CN1C=NC=C1)C (ethyl 4-[5-[4-[(1,1-dimethylethoxy)carbonyl]phenyl]-2-(1H-imidazol-1-ylmethyl)-1Z-pentenyl]benzoate), C(O)([O-])=O.[Na+] (sodium hydrogen carbonate). Solvent: O (water), C(C)(=O)O (acetic acid). Run at time 3 hour. Product: C(=O)(O)C1=CC=C(C=C1)CCC\C(=C/C1=CC=C(C(=O)OCC)C=C1)\CN1C=NC=C1 (ethyl 4-[5-(4-carboxyphenyl)-2-(1H-imidazol-1-ylmethyl)1E-pentenyl]benzoate). RXN SMILES: CC(C)([O:4][C:5]([C:7]1[CH:12]=[CH:11][C:10]([CH2:13][CH2:14][CH2:15]/[C:16](/[CH2:29][N:30]2[CH:34]=[CH:33][N:32]=[CH:31]2)=[CH:17]/[C:18]2[CH:28]=[CH:27][C:21]([C:22]([O:24][CH2:25][CH3:26])=[O:23])=[CH:20][CH:19]=2)=[CH:9][CH:8]=1)=[O:6])C.Cl.C(=O)([O-])O.[Na+]>C(O)(=O)C.O>[C:5]([C:7]1[CH:12]=[CH:11][C:10]([CH2:13][CH2:14][CH2:15]/[C:16](/[CH2:29][N:30]2[CH:34]=[CH:33][N:32]=[CH:31]2)=[CH:17]\[C:18]2[CH:19]=[CH:20][C:21]([C:22]([O:24][CH2:25][CH3:26])=[O:23])=[CH:27][CH:28]=2)=[CH:9][CH:8]=1)([OH:6])=[O:4] |f:2.3|. Procedure details: A solution containing ethyl 4-[5-[4-[(1,1-dimethylethoxy)carbonyl]phenyl]-2-(1H-imidazol-1-ylmethyl)-1E-pentenyl]benzoate (prepared as in Example 15; 3.5 g, 0.0074 mol) in acetic acid (45 ml) was treated with aqueous hydrochloric acid (5% of 35.4%). The solution was stirred at room temperature for three hours after which time the solution was basified with sodium hydrogen carbonate, diluted with water (500 ml) and extracted with dichloromethane (4×300 ml). The extracts were combined, dried over ...